From a dataset of the Open Reaction Database (ORD), a public repository of structured organic reaction records. describe an organic reaction: reactants, conditions, products, and yield Starting materials: [N+](=O)([O-])C1=CC=C(C=C1)O (4-nitrophenol), BrCC(=O)OC (methyl bromoacetate), C([O-])([O-])=O.[Cs+].[Cs+] (caesium carbonate). The product is COC(=O)COC1=CC=C(C=C1)[N+](=O)[O-] (4-Methoxycarbonylmethyloxy-nitrobenzene). RXN SMILES: [N+:1]([C:4]1[CH:9]=[CH:8][C:7]([OH:10])=[CH:6][CH:5]=1)([O-:3])=[O:2].Br[CH2:12][C:13]([O:15][CH3:16])=[O:14].C(=O)([O-])[O-].[Cs+].[Cs+]>>[CH3:16][O:15][C:13]([CH2:12][O:10][C:7]1[CH:8]=[CH:9][C:4]([N+:1]([O-:3])=[O:2])=[CH:5][CH:6]=1)=[O:14] |f:2.3.4|. Procedure: Prepared from 4-nitrophenol, methyl bromoacetate and caesium carbonate analogously to Example XVIIIa. As a reaction SMILES: [BH3:1].[CH2:2]1[O:3][CH2:4][CH2:5][CH2:6]1.[CH3:20][OH:21].[CH3:7][NH:8][C:9](=[O:10])[c:11]1[o:12][c:13]2[c:14]([cH:15]1)[cH:16][cH:17][cH:18][cH:19]2>>[CH3:7][NH:8][CH2:9][c:11]1[o:12][c:13]2[c:14]([cH:15]1)[cH:16][cH:17][cH:18][cH:19]2. Starting materials: B, C1CCOC1, CO, CNC(=O)c1cc2ccccc2o1. Product: CNCc1cc2ccccc2o1. Starting materials: O1COC2=C1C=CC(=C2)C2(CC2)C(=O)Cl (1-(benzo[d][1,3]dioxol-5-yl)cyclopropanecarbonyl chloride), ClC1=CC=C(OC(C)C2=NC(=NC=C2)N)C=C1 (4-(1-(4-chlorophenoxy)ethyl)pyrimidin-2-amine). Solvent: N1=CC=CC=C1 (pyridine). Run at temperature 115 celsius, time 15 hour. Yields the product O1COC2=C1C=CC(=C2)C2(CC2)C(=O)NC2=NC=CC(=N2)C(C)OC2=CC=C(C=C2)Cl (1-(benzo[d][1,3]dioxol-5-yl)-N-(4-(1-(4-chlorophenoxy)ethyl)pyrimidin-2-yl)cyclopropanecarboxamide). As a reaction SMILES: [O:1]1[C:5]2[CH:6]=[CH:7][C:8]([C:10]3([C:13](Cl)=[O:14])[CH2:12][CH2:11]3)=[CH:9][C:4]=2[O:3][CH2:2]1.[Cl:16][C:17]1[CH:32]=[CH:31][C:20]([O:21][CH:22]([C:24]2[CH:29]=[CH:28][N:27]=[C:26]([NH2:30])[N:25]=2)[CH3:23])=[CH:19][CH:18]=1>N1C=CC=CC=1>[O:1]1[C:5]2[CH:6]=[CH:7][C:8]([C:10]3([C:13]([NH:30][C:26]4[N:25]=[C:24]([CH:22]([O:21][C:20]5[CH:31]=[CH:32][C:17]([Cl:16])=[CH:18][CH:19]=5)[CH3:23])[CH:29]=[CH:28][N:27]=4)=[O:14])[CH2:12][CH2:11]3)=[CH:9][C:4]=2[O:3][CH2:2]1. Reported procedure: To 1-(benzo[d][1,3]dioxol-5-yl)cyclopropanecarbonyl chloride (45 mg, 0.2 mmol) in pyridine (2 mL) was added 4-(1-(4-chlorophenoxy)ethyl)pyrimidin-2-amine (50 mg, 0.2 mmol) and the reaction mixture was stirred at 115° C. for 15 hours. The solvent was evaporated to dryness and the residue redissolved in DMF, filtered and purified by reverse-phase preparative liquid chromatography utilizing a gradient of 0-99% acetonitrile in water containing 0.05% trifluoracetic acid to yield the pure product. ESI... The reactants are C1COCCO1, CCCC[Sn](CCCC)(CCCC)c1ncco1, COc1nc(Cl)ccc1[N+](=O)[O-], c1ccc(P(c2ccccc2)(c2ccccc2)[Pd](P(c2ccccc2)(c2ccccc2)c2ccccc2)(P(c2ccccc2)(c2ccccc2)c2ccccc2)P(c2ccccc2)(c2ccccc2)c2ccccc2)cc1. Yields the product COc1nc(-c2ncco2)ccc1[N+](=O)[O-]. As a reaction SMILES: [CH2:108]1[O:109][CH2:110][CH2:111][O:112][CH2:113]1.[CH2:13]([Sn:14]([CH2:15][CH2:16][CH2:17][CH3:23])([c:18]1[o:19][cH:20][cH:21][n:22]1)[CH2:24][CH2:25][CH2:26][CH3:27])[CH2:28][CH2:29][CH3:30].[Cl:1][c:2]1[cH:3][cH:4][c:5]([N+:10](=[O:11])[O-:12])[c:6]([O:8][CH3:9])[n:7]1.[cH:31]1[cH:32][cH:33][c:34]([P:35]([Pd:36]([P:37]([c:38]2[cH:39][cH:40][cH:41][cH:42][cH:43]2)([c:44]2[cH:45][cH:46][cH:47][cH:48][cH:49]2)[c:50]2[cH:51][cH:52][cH:53][cH:54][cH:55]2)([P:56]([c:57]2[cH:58][cH:59][cH:60][cH:61][cH:62]2)([c:63]2[cH:64][cH:65][cH:66][cH:67][cH:68]2)[c:69]2[cH:70][cH:71][cH:72][cH:73][cH:74]2)[P:75]([c:76]2[cH:77][cH:78][cH:79][cH:80][cH:81]2)([c:82]2[cH:83][cH:84][cH:85][cH:86][cH:87]2)[c:88]2[cH:89][cH:90][cH:91][cH:92][cH:93]2)([c:94]2[cH:95][cH:96][cH:97][cH:98][cH:99]2)[c:100]2[cH:101][cH:102][cH:103][cH:104][cH:105]2)[cH:106][cH:107]1>>[c:2]1(-[c:18]2[o:19][cH:20][cH:21][n:22]2)[cH:3][cH:4][c:5]([N+:10](=[O:11])[O-:12])[c:6]([O:8][CH3:9])[n:7]1.